The task is: describe an organic reaction: reactants, conditions, products, and yield. This data is from the Open Reaction Database (ORD), a public repository of structured organic reaction records. The reactants are COC(=O)C=1C=CC=2N(C1)C=C(N2)C2=CC=C(C=C2)F (2-(4-Fluoro-phenyl)-imidazo[1,2-a]pyridine-6-carboxylic acid methyl ester), C(C)(=O)O (acetic acid). The solvent is Br (hydrobromic acid). The product is FC1=CC=C(C=C1)C=1N=C2N(C=C(C=C2)C(=O)O)C1 (2-(4-Fluoro-phenyl)-imidazo[1,2-a]pyridine-6-carboxylic acid). The yield is 38.0%. As a reaction SMILES: C[O:2][C:3]([C:5]1[CH:6]=[CH:7][C:8]2[N:9]([CH:11]=[C:12]([C:14]3[CH:19]=[CH:18][C:17]([F:20])=[CH:16][CH:15]=3)[N:13]=2)[CH:10]=1)=[O:4].C(O)(=O)C>Br>[F:20][C:17]1[CH:16]=[CH:15][C:14]([C:12]2[N:13]=[C:8]3[CH:7]=[CH:6][C:5]([C:3]([OH:4])=[O:2])=[CH:10][N:9]3[CH:11]=2)=[CH:19][CH:18]=1. Procedure: 2-(4-Fluoro-phenyl)-imidazo[1,2-a]pyridine-6-carboxylic acid methyl ester (example 1; 590 mg, 2.18 mmol) was heated in 5 ml hydrobromic acid (48%) and 15 ml acetic acid at 120° C. for 10 hours. The solid was filtered, washed and dried. Yield: 38%. MS: M+H+=257.04. Reactants: [O-][Si](=O)[O-].[Na+].[Na+] (water glass), sodium silicates. Run in O (water). Product: [O-][Si](=O)[O-].[Na+].[Na+] (water glass), O=[Si]=O (quartz sand), [OH-].[Na+] (sodium hydroxide). As a reaction SMILES: [O-:1][Si:2]([O-:4])=[O:3].[Na+:5].[Na+]>O>[O-:3][Si:2]([O-:4])=[O:1].[Na+:5].[Na+:5].[O:1]=[Si:2]=[O:3].[OH-:1].[Na+:5] |f:0.1.2,4.5.6,8.9|. Procedure: German Offenlegungsschrift 4,031,848 discloses a process for the preparation of crystalline sodium silicates having a laminar structure, a molar ratio of SiO2 to Na2O of (1.9 to 2.1) : 1 and a water content of less than 0.3% by weight from a water glass solution having at least 20% by weight of solids. In this case the water glass solution is obtained by reaction of quartz sand with sodium hydroxide solution in the molar ratio of SiO2 to Na2O of (2.0 to 2.3) : 1 at temperatures of 180° to 240° C... The reactants are C(CC)(=O)C1=CC2=C(N(C(O2)=O)C)C=C1 (6-propionyl-3-methylbenzoxazolinone), FC(C=1C=C(C=CC1)N1CCNCC1)(F)F (1-(3-trifluoromethylphenyl)piperazine), C(CC)O (propanol), Cl (hydrochloric acid). Yields the product CN1C(OC2=C1C=CC(=C2)C(C(CN2CCN(CC2)C2=CC(=CC=C2)C(F)(F)F)C)=O)=O (3-METHYL-6-{3-[4-(3-TRIFLUOROMETHYLPHENYL)-1-PIPERAZINYL]-2-METHYLPROPIONYL}BENZOXAZOLINONE). Reaction SMILES: [C:1]([C:5]1[CH:15]=[CH:14][C:8]2[N:9]([CH3:13])[C:10](=[O:12])[O:11][C:7]=2[CH:6]=1)(=[O:4])[CH2:2][CH3:3].[F:16][C:17]([F:31])([F:30])[C:18]1[CH:19]=[C:20]([N:24]2[CH2:29][CH2:28][NH:27][CH2:26][CH2:25]2)[CH:21]=[CH:22][CH:23]=1.Cl.[CH2:33](O)CC>>[CH3:13][N:9]1[C:8]2[CH:14]=[CH:15][C:5]([C:1](=[O:4])[CH:2]([CH3:33])[CH2:3][N:27]3[CH2:28][CH2:29][N:24]([C:20]4[CH:21]=[CH:22][CH:23]=[C:18]([C:17]([F:16])([F:30])[F:31])[CH:19]=4)[CH2:25][CH2:26]3)=[CH:6][C:7]=2[O:11][C:10]1=[O:12]. Procedure details: 0.025 mole of 6-propionyl-3-methylbenzoxazolinone, described in French Patent No. 73/23,280, and 0.038 mole of 1-(3-trifluoromethylphenyl)piperazine are dissolved in 150 cm3 of propanol in a 250-cm3 groundnecked flask equipped with a reflux condenser and a magnetic stirrer. 0.038 mole of trioxymethylene and 1.5 cm3 of concentrated hydrochloric acid are added. The mixture is heated to reflux for 72 hours. The precipitate formed is drained, washed with acetone, suspended in water and alkalinized w... Reactants: C(C)N(CCO)CC (2-diethylaminoethanol), BrC=1C=C2C=C(N=NC2=CC1)C(=O)Cl (6-bromocinnolin-3-yl carbonyl chloride). Run in O1CCCC1 (tetrahydrofuran), O1CCCC1 (tetrahydrofuran). Yields the product BrC=1C=C2C=C(N=NC2=CC1)C(=O)OCCN(CC)CC (2-diethylaminoethyl 6-bromocinnolin-3-yl carboxylate). Reaction SMILES: [CH2:1]([N:3]([CH2:7][CH3:8])[CH2:4][CH2:5][OH:6])[CH3:2].[Br:9][C:10]1[CH:11]=[C:12]2[C:17](=[CH:18][CH:19]=1)[N:16]=[N:15][C:14]([C:20](Cl)=[O:21])=[CH:13]2>O1CCCC1>[Br:9][C:10]1[CH:11]=[C:12]2[C:17](=[CH:18][CH:19]=1)[N:16]=[N:15][C:14]([C:20]([O:6][CH2:5][CH2:4][N:3]([CH2:7][CH3:8])[CH2:1][CH3:2])=[O:21])=[CH:13]2. Procedure: A solution of 2-diethylaminoethanol (1.4 g.) in dry tetrahydrofuran (15 ml.) was added to a solution of 6-bromocinnolin-3-yl carbonyl chloride (1.07 g.) in dry tetrahydrofuran (15 ml.). The resulting solution was heated under reflux for 2 hours, and the solvent was then evaporated in vacuo. The solid residue was dissolved in water (50 ml.), the solution extracted with ethyl acetate (3× 100 ml.), and the combined extracts dried (MgSO4). The solution was evaporated to a small volume, petroleum eth... Starting materials: COC1=C(N)C=CC=C1 (2-Methoxyaniline), BrC=1C(C(=CC(C1)(Br)Br)Br)=O (2,4,4,6-tetrabromo-2,5-cyclohexadienone), NC1=CC=CC=C1 (aniline). Solvent: C(Cl)Cl (methylene chloride). The product is BrC1=CC(=C(N)C=C1)OC (4-Bromo-2-methoxyaniline). RXN SMILES: [CH3:1][O:2][C:3]1[CH:9]=[CH:8][CH:7]=[CH:6][C:4]=1[NH2:5].[Br:10]C1C(=O)C(Br)=CC(Br)(Br)C=1.NC1C=CC=CC=1>C(Cl)Cl>[Br:10][C:8]1[CH:7]=[CH:6][C:4]([NH2:5])=[C:3]([O:2][CH3:1])[CH:9]=1. Procedure details: 2-Methoxyaniline (o-anisidine) (15 g, 0.122 mol) was brominated with 2,4,4,6-tetrabromo-2,5-cyclohexadienone (50 g, 0.122 mol) by dissolving the aniline in 250 ml of methylene chloride, chilling the solution to -10°, and slowly adding and brominating agent, keeping the temperature below -5°. The reaction was allowed to warm at room temperature, and then washed with 2N sodium hydroxide (2×75 ml), then washed with water (2×25 ml), dried over magnesium sulfate, and evaporated to dryness. The produc... The reactants are BrC1=CC=C(CO[Si](C)(C)C(C)(C)C)C=C1 ((4-bromobenzyloxy)-(tert.-butyl)-dimethylsilane), solution, [Li]CCCC (nBuLi), CCCCCC (hexane), C(C)N(C(C(F)(F)F)=O)CC (N,N-diethyltrifluoroacetamide). Solvent: C1CCOC1 (THF), C1CCOC1 (THF). Run at time 75 minute. The product is [Si](C)(C)(C(C)(C)C)OCC1=CC=C(C=C1)C(C(F)(F)F)=O (1-(4-((tert-butyldimethylsilyloxy)methyl)phenyl)-2,2,2-trifluoroethanone). The yield is 65.0%. Reaction SMILES: Br[C:2]1[CH:16]=[CH:15][C:5]([CH2:6][O:7][Si:8]([C:11]([CH3:14])([CH3:13])[CH3:12])([CH3:10])[CH3:9])=[CH:4][CH:3]=1.[Li]CCCC.CCCCCC.C(N(CC)[C:31](=[O:36])[C:32]([F:35])([F:34])[F:33])C>C1COCC1>[Si:8]([O:7][CH2:6][C:5]1[CH:15]=[CH:16][C:2]([C:31](=[O:36])[C:32]([F:35])([F:34])[F:33])=[CH:3][CH:4]=1)([C:11]([CH3:14])([CH3:13])[CH3:12])([CH3:10])[CH3:9]. Reported procedure: To a stirred solution of the (4-bromobenzyloxy)-(tert.-butyl)-dimethylsilane (24.94 g, 82.8 mmol) in THF (420 mL) at −78° C. was added dropwise a 1.6 M solution of nBuLi in hexane (62 mL, 99.2 mmol) over a 1 h period. After stirring the mixture at the same temperature for 75 min, a solution of N,N-diethyltrifluoroacetamide (19.19 g, 113 nmol) in THF (60 mL) was added dropwise over 1 h. Following the addition the mixture at −78° C. for a further 75 min before the reaction was quenched with an aqu... Reactants: CCOC(=O)C=Cc1cccc(CN(CC)CC=CC#CC(C)(C)C)c1, CCNCC=CC#CC(C)(C)C, CCNCC=CC#CC(C)(C)OC, Cl, Cl, [K+], [OH-], O=Cc1cccc(CO)c1, O=Cc1ccc(CO)o1. The product is CCN(CC=CC#CC(C)(C)C)Cc1cccc(C=CC(=O)O)c1. RXN SMILES: [CH2:1]([CH3:2])[N:3]([CH2:4][CH:5]=[CH:6][C:7]#[C:8][C:9]([CH3:10])([CH3:11])[CH3:12])[CH2:13][c:14]1[cH:15][c:16]([CH:17]=[CH:18][C:19](=[O:20])[O:21][CH2:22][CH3:23])[cH:24][cH:25][cH:26]1.[CH2:38]([NH:39][CH2:40][CH:41]=[CH:42][C:43]#[C:44][C:45]([CH3:46])([CH3:47])[CH3:48])[CH3:49].[CH2:60]([NH:61][CH2:62][CH:63]=[CH:64][C:65]#[C:66][C:67]([O:68][CH3:69])([CH3:70])[CH3:71])[CH3:72].[ClH:37].[ClH:59].[K+:74].[OH-:73].[OH:27][CH2:28][c:29]1[cH:30][c:31]([CH:35]=[O:36])[cH:32][cH:33][cH:34]1.[OH:50][CH2:51][c:52]1[o:53][c:54]([CH:55]=[O:56])[cH:57][cH:58]1>>[CH2:1]([CH3:2])[N:3]([CH2:4][CH:5]=[CH:6][C:7]#[C:8][C:9]([CH3:10])([CH3:11])[CH3:12])[CH2:13][c:14]1[cH:15][c:16]([CH:17]=[CH:18][C:19](=[O:20])[OH:21])[cH:24][cH:25][cH:26]1.